describe an organic reaction: reactants, conditions, products, and yield From a dataset of the Open Reaction Database (ORD), a public repository of structured organic reaction records. RXN SMILES: [NH2:1][C:2]1[N:7]=[C:6]([NH:8][C:9]2[CH:24]=[CH:23][C:12]([O:13][C:14]3[CH:19]=[CH:18][N:17]=[C:16]([C:20]([OH:22])=O)[CH:15]=3)=[CH:11][CH:10]=2)[CH:5]=[C:4]([C:25]2[CH:30]=[CH:29][CH:28]=[CH:27][CH:26]=2)[N:3]=1.[CH3:31][O:32][CH2:33][CH2:34][NH2:35]>>[NH2:1][C:2]1[N:7]=[C:6]([NH:8][C:9]2[CH:24]=[CH:23][C:12]([O:13][C:14]3[CH:19]=[CH:18][N:17]=[C:16]([C:20]([NH:35][CH2:34][CH2:33][O:32][CH3:31])=[O:22])[CH:15]=3)=[CH:11][CH:10]=2)[CH:5]=[C:4]([C:25]2[CH:30]=[CH:29][CH:28]=[CH:27][CH:26]=2)[N:3]=1. Yields the product NC1=NC(=CC(=N1)NC1=CC=C(OC2=CC(=NC=C2)C(=O)NCCOC)C=C1)C1=CC=CC=C1 (4-{4-[(2-amino-6-phenylpyrimidin-4-yl)amino]phenoxy }-N-(2-methoxyethyl)pyridine-2-carboxamide). The reactants are NC1=NC(=CC(=N1)NC1=CC=C(OC2=CC(=NC=C2)C(=O)O)C=C1)C1=CC=CC=C1 (4-{4-[(2-amino-6-phenylpyrimidin-4-yl)amino] phenoxy}pyridine-2-carboxylic acid), COCCN (2-methoxyethylamine). Procedure details: This material was prepared by a method analogous to that described for Example 21, starting from 4-{4-[(2-amino-6-phenylpyrimidin-4-yl)amino] phenoxy}pyridine-2-carboxylic acid and 2-methoxyethylamine. Reactants: CN1N=C(C(=C1)C(=O)OCC)C(F)(F)F (ethyl 1-methyl-3-trifluoromethyl-4-pyrazolecarboxylate), C1(=CC=CC=C1)C (toluene), [OH-].[Na+] (sodium hydroxide), Cl (hydrochloric acid). The solvent is O (water). Run at temperature 50 celsius, time 30 minute. Product: CN1N=C(C(=C1)C(=O)O)C(F)(F)F (1-methyl-3-trifluoromethyl-4-pyrazolecarboxylic acid). Yield: 98.4%. RXN SMILES: [CH3:1][N:2]1[CH:6]=[C:5]([C:7]([O:9]CC)=[O:8])[C:4]([C:12]([F:15])([F:14])[F:13])=[N:3]1.C1(C)C=CC=CC=1.[OH-].[Na+].Cl>O>[CH3:1][N:2]1[CH:6]=[C:5]([C:7]([OH:9])=[O:8])[C:4]([C:12]([F:13])([F:14])[F:15])=[N:3]1 |f:2.3|. Procedure details: 50 g of ethyl 1-methyl-3-trifluoromethyl-4-pyrazolecarboxylate were initially charged with 177 g of toluene and 54 g of 25% sodium hydroxide solution and heated to reflux for 15 hours. The cloudy reaction mixture was cooled to 50° C. and admixed with 69 g of water. The aqueous phase was adjusted to pH 1-2 at 30° C. by adding 83 g of 15% hydrochloric acid, and the product precipitated out of solution. The suspension was stirred for a further 30 minutes at room temperature and for 30 minutes at 0°... Reactants: C(C)(=O)OCC (Ethyl acetate), [Cl-].[Al+3].[Cl-].[Cl-] (Aluminum chloride), ClC1=CC=C(C=C1)CC(=O)C1=CC=C(C=C1)OC (2-(4-chlorophenyl)-1-(4-methoxyphenyl)ethanone), Cl (hydrochloric acid). Run in C1(=CC=CC=C1)C (toluene). Conditions: temperature 60 celsius, time 2 hour. Product: ClC1=CC=C(C=C1)CC(=O)C1=CC=C(C=C1)O (2-(4-Chlorophenyl)-1-(4-hydroxyphenyl)ethanone). RXN SMILES: [Cl-].[Al+3].[Cl-].[Cl-].[Cl:5][C:6]1[CH:11]=[CH:10][C:9]([CH2:12][C:13]([C:15]2[CH:20]=[CH:19][C:18]([O:21]C)=[CH:17][CH:16]=2)=[O:14])=[CH:8][CH:7]=1.Cl.C(OCC)(=O)C>C1(C)C=CC=CC=1>[Cl:5][C:6]1[CH:11]=[CH:10][C:9]([CH2:12][C:13]([C:15]2[CH:16]=[CH:17][C:18]([OH:21])=[CH:19][CH:20]=2)=[O:14])=[CH:8][CH:7]=1 |f:0.1.2.3|. Procedure details: Aluminum chloride (29.8 g, 0.223 mol) is added in small portions to a stirred solution of 2-(4-chlorophenyl)-1-(4-methoxyphenyl)ethanone (19.4 g, 0.074 mol) in toluene (300 ml). The mixture is heated to 60° C. and stirring is continued for 2 h. Dilute hydrochloric acid is added to the cooled mixture. Ethyl acetate is added to dissolve the product. The layers are separated and the aqueous phase is extracted with ethyl acetate. The combined organic phases are dried and the solvents are evaporated.... Starting materials: O1C(=CC=C1)C1=C(C=C(C=C1)C(C)=O)C(=O)OC (4-(2-furyl)-3-(methoxycarbonyl)phenyl-1-ethanone). Solvent: [OH-].[K+] (potassium hydroxide). Product: O1C(=CC=C1)C1=C(C=C(C=C1)C(C)=O)C(=O)O (4-(2-Furyl)-3-(carboxy)phenyl-1-ethanone). Reaction SMILES: [O:1]1[CH:5]=[CH:4][CH:3]=[C:2]1[C:6]1[CH:11]=[CH:10][C:9]([C:12](=[O:14])[CH3:13])=[CH:8][C:7]=1[C:15]([O:17]C)=[O:16]>[OH-].[K+]>[O:1]1[CH:5]=[CH:4][CH:3]=[C:2]1[C:6]1[CH:11]=[CH:10][C:9]([C:12](=[O:14])[CH3:13])=[CH:8][C:7]=1[C:15]([OH:17])=[O:16] |f:1.2|. Procedure details: 4-(2-furyl)-3-(methoxycarbonyl)phenyl-1-ethanone (3.85 g, 15.78 mmol) was heated to reflux in 20% methanolic potassium hydroxide (200 ml) for 15 minutes. Most of the methanol was removed under reduced pressure. The residue was dissolved in water and washed with methylene chloride. The aqueous solution was acidified to pH 1 with 12N hydrochloric acid and the product extracted with ethyl acetate. The organic solution was washed with water and brine, dried over sodium sulfate, filtered, and evapora... Run at temperature 60 celsius. Reaction SMILES: [N:1]1[N:2]2[CH:10]=[CH:9][CH:8]=[C:3]2[C:4]([NH2:7])=[N:5][CH:6]=1.[Al+3].[Cl-].[Cl-].[Cl-].[C:15](Cl)(=[O:17])[CH3:16].C(=O)(O)[O-].[Na+]>[N+](C1C=CC=CC=1)([O-])=O>[NH2:7][C:4]1[C:3]2=[CH:8][CH:9]=[C:10]([C:15](=[O:17])[CH3:16])[N:2]2[N:1]=[CH:6][N:5]=1 |f:1.2.3.4,6.7|. Reported procedure: To a suspension of pyrrolo[2,1-f][1,2,4]triazin-4-amine (1.00 g, 7.46 mmol) in nitrobenzene (40 mL) was added AlCl3 (2.98 g, 22.36 mmol), followed by acetyl chloride (2.34 g, 29.82 mmol). The resulting solution was heated (60° C.) for 5 h and cooled to rt. The reaction mixture was poured onto ice-water and solid sodium bicarbonate was added with stirring until the solution was basic. This mixture was extracted with ethyl acetate (3×100 mL) and then the combined organic layers were concentrated u... Product: NC1=NC=NN2C1=CC=C2C(C)=O (1-(4-aminopyrrolo[2,1-f][1,2,4]triazin-7-yl)ethanone). Solvent: [N+](=O)([O-])C1=CC=CC=C1 (nitrobenzene). The reactants are C([O-])(O)=O.[Na+] (sodium bicarbonate), N=1N2C(C(=NC1)N)=CC=C2 (pyrrolo[2,1-f][1,2,4]triazin-4-amine), C(C)(=O)Cl (acetyl chloride), [Al+3].[Cl-].[Cl-].[Cl-] (AlCl3). Isolated yield 34.1%. The reactants are C1(CCCC1)C1=C(C=C(COC2=CC=3C(=C4N(C3C=C2)CCC4CC(=O)OC(C)(C)C)C)C=C1)C(F)(F)F (tert-Butyl 2-(7-(4-cyclopentyl-3-(trifluoromethyl)benzyloxy)-9-methyl-2,3-dihydro-1H-pyrrolo[1,2-a]indol-1-yl)acetate), NC(C(=O)O)CS (2-amino-3-mercaptopropanoic acid), ice water. The solvent is C(=O)(C(F)(F)F)O (TFA). Conditions: temperature 23 celsius, time 15 minute. Product: C1(CCCC1)C1=C(C=C(COC2=CC=3C(=C4N(C3C=C2)CCC4CC(=O)O)C)C=C1)C(F)(F)F (2-(7-(4-Cyclopentyl-3-(trifluoromethyl)benzyloxy)-9-methyl-2,3-dihydro-1H-pyrrolo [1,2-a] indol-1-yl)acetic Acid). Isolated yield 83.5%. RXN SMILES: [CH:1]1([C:6]2[CH:34]=[CH:33][C:9]([CH2:10][O:11][C:12]3[CH:20]=[CH:19][C:18]4[N:17]5[CH2:21][CH2:22][CH:23]([CH2:24][C:25]([O:27]C(C)(C)C)=[O:26])[C:16]5=[C:15]([CH3:32])[C:14]=4[CH:13]=3)=[CH:8][C:7]=2[C:35]([F:38])([F:37])[F:36])[CH2:5][CH2:4][CH2:3][CH2:2]1.NC(CS)C(O)=O>C(O)(C(F)(F)F)=O>[CH:1]1([C:6]2[CH:34]=[CH:33][C:9]([CH2:10][O:11][C:12]3[CH:20]=[CH:19][C:18]4[N:17]5[CH2:21][CH2:22][CH:23]([CH2:24][C:25]([OH:27])=[O:26])[C:16]5=[C:15]([CH3:32])[C:14]=4[CH:13]=3)=[CH:8][C:7]=2[C:35]([F:38])([F:36])[F:37])[CH2:2][CH2:3][CH2:4][CH2:5]1. Procedure details: tert-Butyl 2-(7-(4-cyclopentyl-3-(trifluoromethyl)benzyloxy)-9-methyl-2,3-dihydro-1H-pyrrolo[1,2-a]indol-1-yl)acetate (17.5 mg, 0.033 mmol) was added to a solution of 2-amino-3-mercaptopropanoic acid (4.02 mg, 0.033 mmol) in TFA (1 mL) and were stirred at 23° C. for 15 min in a 20 mL sealed scintillation vial. After 15 min, the reaction mixture was poured into about 4 mL of ice water. A precipitate was formed and collected by vacuum filtration. The solid was washed with n-hexane (3×5 mL) and dri...